This data is from the Open Reaction Database (ORD), a public repository of structured organic reaction records. The task is: describe an organic reaction: reactants, conditions, products, and yield Starting materials: COC1=CC(=[N+](C=C1)[O-])C (4-methoxy-2-methylpyridine 1-oxide). The reagents and catalysts are [Fe] (Fe). The solvent is CC(=O)O (AcOH). Conditions: temperature 120 celsius, time 2 hour. Yields the product COC1=CC(=NC=C1)C (4-Methoxy-2-methylpyridine). As a reaction SMILES: [CH3:1][O:2][C:3]1[CH:8]=[CH:7][N+:6]([O-])=[C:5]([CH3:10])[CH:4]=1>CC(O)=O.[Fe]>[CH3:1][O:2][C:3]1[CH:8]=[CH:7][N:6]=[C:5]([CH3:10])[CH:4]=1. Procedure details: To a stirred solution of 4-methoxy-2-methylpyridine 1-oxide (20 g, 0.143 mol) in AcOH (200 mL, sdfine, India), was added Fe (16 g, 0.287 mol, sdfine, India) and the reaction mixture was stirred for 2 h at 120° C. The reaction mixture was concentrated and neutralized with sat'd NaHCO3. EtOAc was added to the mixture and it was filtered through Celite® brand filter agent. The organic layer was separated and the aqueous layer was extracted with EtOAc (3×150 mL). The combined organic layers were dri... Starting materials: Cc1nocc1C(=O)O, [Cl-], CN(C)C(=O)c1cc2n(c1)CC1(c3ccc(Cl)cc3)NCCN1C2=O, O=C(Cl)C(=O)Cl, ClCCl, [Na+], O=C([O-])O, CN(C)C=O, c1ccncc1. The product is Cc1nocc1C(=O)N1CCN2C(=O)c3cc(C(=O)N(C)C)cn3CC12c1ccc(Cl)cc1. Reaction SMILES: [CH3:8][c:9]1[n:10][o:11][cH:12][c:13]1[C:14](=[O:15])[OH:16].[Cl-:1].[Cl:17][c:18]1[cH:19][cH:20][c:21]([C:24]23[N:25]([C:26](=[O:38])[c:27]4[n:28]([cH:30][c:31]([C:33](=[O:34])[N:35]([CH3:36])[CH3:37])[cH:32]4)[CH2:29]2)[CH2:39][CH2:40][NH:41]3)[cH:22][cH:23]1.[Cl:2][C:3]([C:4]([Cl:5])=[O:6])=[O:7].[Cl:42][CH2:43][Cl:44].[Na+:55].[O-:51][C:52]([OH:53])=[O:54].[O:56]=[CH:57][N:58]([CH3:59])[CH3:60].[cH:45]1[cH:46][cH:47][n:48][cH:49][cH:50]1>>[CH3:8][c:9]1[n:10][o:11][cH:12][c:13]1[C:14](=[O:16])[N:41]1[C:24]2([c:21]3[cH:20][cH:19][c:18]([Cl:17])[cH:23][cH:22]3)[N:25]([C:26](=[O:38])[c:27]3[n:28]([cH:30][c:31]([C:33](=[O:34])[N:35]([CH3:36])[CH3:37])[cH:32]3)[CH2:29]2)[CH2:39][CH2:40]1. Starting materials: C(=O)(O)C(Cl)=C1SC(S1)C(=O)OC (Methyl 2-(1-carboxy-1-chloromethylene)-1,3-dithietane-4-carboxylate), C(C(=O)Cl)(=O)Cl (oxalyl chloride), CN(C=O)C (N,N-dimethylformamide). Run in C(C)(=O)OCC (ethyl acetate), Cl (HCl), C(C)OCC (ethyl ether). Yields the product ClC(C=O)=C1SC(S1)C(=O)OC (methyl 2-(1-chloro-1-formylmethylene)-1,3-dithietane-4-carboxylate). RXN SMILES: [C:1]([C:4](=[C:6]1[S:9][CH:8]([C:10]([O:12][CH3:13])=[O:11])[S:7]1)[Cl:5])(O)=[O:2].C(Cl)(=O)C(Cl)=O.CN(C)C=O>C(OCC)C.C(OCC)(=O)C.Cl>[Cl:5][C:4](=[C:6]1[S:7][CH:8]([C:10]([O:12][CH3:13])=[O:11])[S:9]1)[CH:1]=[O:2]. Procedure: Methyl 2-(1-carboxy-1-chloromethylene)-1,3-dithietane-4-carboxylate (1.29 g) and oxalyl chloride (700 μl) are reacted together in ethyl ether in the presence of N,N-dimethylformamide (50 μl), and the reaction mixture is concentrated under reduced pressure. The resulting residue comprising methyl 2-(1-chlorocarbonyl-1-chloromethylene)-1,3-dithietane-4-carboxylate is dissolved in THF (70 ml) and reacted with lithium tri-t-butoxyalminum hydride (1.36 g) at -78° C. for 30 minutes. The reaction mixtu...